Dataset: the Open Reaction Database (ORD), a public repository of structured organic reaction records. Task: describe an organic reaction: reactants, conditions, products, and yield Starting materials: B, C1CCOC1, CSC, NC(=O)Cc1ccc(OC(F)(F)F)cc1. Yields the product NCCc1ccc(OC(F)(F)F)cc1. As a reaction SMILES: [BH3:19].[CH2:20]1[O:21][CH2:22][CH2:23][CH2:24]1.[CH3:16][S:17][CH3:18].[F:1][C:2]([O:3][c:4]1[cH:5][cH:6][c:7]([CH2:10][C:11](=[O:12])[NH2:13])[cH:8][cH:9]1)([F:14])[F:15]>>[F:1][C:2]([O:3][c:4]1[cH:5][cH:6][c:7]([CH2:10][CH2:11][NH2:13])[cH:8][cH:9]1)([F:14])[F:15]. Reactants: CN(/C=C/C(=O)C1=NN(C=CC1=O)C1=CC(=CC=C1)S(=O)(=O)C)C (3-((E)-3-Dimethylamino-acryloyl)-1-(3-methansulfonyl-phenyl)-1H-pyridazin-4-one), OC1=CC=C(C=C1)NN (4-hydroxy-phenylhydrazine). Yields the product OC1=CC=C(C=C1)N1N=CC=C1C1=NN(C=CC1=O)C1=CC(=CC=C1)S(=O)(=O)C (3-[2-(4-Hydroxy-phenyl)-2H-pyrazol-3-yl]-1-(3-methanesulfonyl-phenyl)-1H-pyridazin-4-one). Reaction SMILES: C[N:2](C)/[CH:3]=[CH:4]/[C:5]([C:7]1[C:12](=[O:13])[CH:11]=[CH:10][N:9]([C:14]2[CH:19]=[CH:18][CH:17]=[C:16]([S:20]([CH3:23])(=[O:22])=[O:21])[CH:15]=2)[N:8]=1)=O.[OH:25][C:26]1[CH:31]=[CH:30][C:29]([NH:32]N)=[CH:28][CH:27]=1>>[OH:25][C:26]1[CH:31]=[CH:30][C:29]([N:32]2[C:5]([C:7]3[C:12](=[O:13])[CH:11]=[CH:10][N:9]([C:14]4[CH:19]=[CH:18][CH:17]=[C:16]([S:20]([CH3:23])(=[O:22])=[O:21])[CH:15]=4)[N:8]=3)=[CH:4][CH:3]=[N:2]2)=[CH:28][CH:27]=1. Reported procedure: The product was obtained starting from 3-((E)-3-Dimethylamino-acryloyl)-1-(3-methansulfonyl-phenyl)-1H-pyridazin-4-one (A-7) and 4-hydroxy-phenylhydrazine according to the method described for example 43. MS: M=409.1 (M+H)+ The reactants are CCN=C=NCCCN(C)C, CN1CCOCC1, CC(CO)(CC(N)Cc1ccc(-c2cccc(F)c2)cc1)C(=O)O, CN(C)C=O, O=C(O)c1cc(C(=O)O)[nH]n1. Yields the product CC(CO)(CC(Cc1ccc(-c2cccc(F)c2)cc1)NC(=O)c1cc(C(=O)O)n[nH]1)C(=O)O. Reaction SMILES: [CH3:12][CH2:13][N:14]=[C:15]=[N:16][CH2:17][CH2:18][CH2:19][N:20]([CH3:21])[CH3:22].[CH3:23][N:24]1[CH2:25][CH2:26][O:27][CH2:28][CH2:29]1.[NH2:30][CH:31]([CH2:32][C:33]([C:34](=[O:35])[OH:36])([CH3:37])[CH2:38][OH:39])[CH2:40][c:41]1[cH:42][cH:43][c:44](-[c:47]2[cH:48][c:49]([F:53])[cH:50][cH:51][cH:52]2)[cH:45][cH:46]1.[O:54]=[CH:55][N:56]([CH3:57])[CH3:58].[nH:1]1[n:2][c:3]([C:9](=[O:10])[OH:11])[cH:4][c:5]1[C:6](=[O:7])[OH:8]>>[n:1]1[nH:2][c:3]([C:9](=[O:11])[NH:30][CH:31]([CH2:32][C:33]([C:34](=[O:35])[OH:36])([CH3:37])[CH2:38][OH:39])[CH2:40][c:41]2[cH:42][cH:43][c:44](-[c:47]3[cH:48][c:49]([F:53])[cH:50][cH:51][cH:52]3)[cH:45][cH:46]2)[cH:4][c:5]1[C:6](=[O:7])[OH:8]. Reaction conditions: temperature -20 celsius, time 5 minute. The product is N([C@H](CC(C)C)C(=O)N[C@@H](CCCNC(NS(=O)(=O)C1=CC=C(C)C=C1)=N)C(=O)N)C(=O)OC(C)(C)C (Boc-D-Leu-Arg(Tos)-NH2). Run in CN(C=O)C (dimethylformamide), CN(C=O)C (dimethylformamide). Reported procedure: 2.493 g of Boc-D-Leu-OH.H2O was dissolved in 10 ml of dimethylformamide. The solution was cooled to -20° C. 1.1 ml of N-methylmorpholine and 0.96 ml of ethyl chlorocarbonate were added to the solution. After 5 min, a solution of 4.414 g of CF3COOH.H-Arg(Tos)-NH2 and 1.65 ml of N-methylmorpholine in 20 ml of dimethylformamide was added thereto and the mixture was stirred at about -5° C. for 2 h. After concentration, the residue was dissolved in ethyl acetate and washed with NaHCO3 and water succe... Reaction SMILES: [NH:1]([C:10]([O:12][C:13]([CH3:16])([CH3:15])[CH3:14])=[O:11])[C@@H:2]([C:7]([OH:9])=O)[CH2:3][CH:4]([CH3:6])[CH3:5].O.CN1CCOCC1.C(Cl)(=O)OCC.C(O)(C(F)(F)F)=O.[NH2:38][C@H:39]([C:57]([NH2:59])=[O:58])[CH2:40][CH2:41][CH2:42][NH:43][C:44](=[NH:56])[NH:45][S:46]([C:49]1[CH:55]=[CH:54][C:52]([CH3:53])=[CH:51][CH:50]=1)(=[O:48])=[O:47]>CN(C)C=O>[NH:1]([C:10]([O:12][C:13]([CH3:16])([CH3:15])[CH3:14])=[O:11])[C@@H:2]([C:7]([NH:38][C@H:39]([C:57]([NH2:59])=[O:58])[CH2:40][CH2:41][CH2:42][NH:43][C:44](=[NH:56])[NH:45][S:46]([C:49]1[CH:55]=[CH:54][C:52]([CH3:53])=[CH:51][CH:50]=1)(=[O:48])=[O:47])=[O:9])[CH2:3][CH:4]([CH3:5])[CH3:6] |f:0.1|. The reactants are N[C@@H](CCCNC(NS(=O)(=O)C1=CC=C(C)C=C1)=N)C(=O)N (H-Arg(Tos)-NH2), CN1CCOCC1 (N-methylmorpholine), C(=O)(C(F)(F)F)O (CF3COOH), CN1CCOCC1 (N-methylmorpholine), C(OCC)(=O)Cl (ethyl chlorocarbonate), N([C@H](CC(C)C)C(=O)O)C(=O)OC(C)(C)C.O (Boc-D-Leu-OH.H2O). The reactants are C(CC1C(C(=O)O)CCC=C1)(=O)O (tetrahydrohomophthalic acid), Cl.CON (methoxyamine hydrochloride), C=1(C(=CC=CC1)C)C (xylene). The solvent is O (water). Yields the product CON1C(C=2CCCCC2CC1=O)=O (2-methoxy-5,6,7,8-tetrahydroisoquinoline-1,3(2H,4H)-dione). RXN SMILES: [C:1]([OH:13])(=O)[CH2:2][CH:3]1[CH:11]=[CH:10][CH2:9][CH2:8][CH:4]1[C:5]([OH:7])=O.Cl.[CH3:15][O:16][NH2:17].C1(C)C(C)=CC=CC=1>O>[CH3:15][O:16][N:17]1[C:1](=[O:13])[CH2:2][C:3]2[CH2:11][CH2:10][CH2:9][CH2:8][C:4]=2[C:5]1=[O:7] |f:1.2|. Procedure: A mixture of tetrahydrohomophthalic acid (9.2 g., 0.05 mole) and methoxyamine hydrochloride (4.25 g., 0.05 mole) in 125 ml. of xylene is refluxed for 90 minutes, with water collected in Dean Stark trap as it formed. The reaction mixture is cooled and concentrated by vacuum to one-half its original volume, then diluted with ethyl acetate, washed with water and dried over sodium sulfate. Recrystallization from isopropanol and ethanol, followed by drying at 100° C. for 4 hours yields 2-methoxy-5,6,...